This data is from the Open Reaction Database (ORD), a public repository of structured organic reaction records. The task is: describe an organic reaction: reactants, conditions, products, and yield Starting materials: C(C)(=O)NNC1=CC=C(C=C1)NCC1=CC=CC=C1 (1-Acetyl-2-(4-benzylaminophenyl)hydrazine), C1(=CC=CC=C1)N=C=S (phenylisothiocyanate), O (water). Solvent: C(C)O (ethanol). The product is C(C)(=O)NNC1=CC=C(C=C1)N(C(=S)NC1=CC=CC=C1)CC1=CC=CC=C1 (1-[4-(2-Acetylhydrazino)phenyl]-1-benzyl-3-phenylthiourea). RXN SMILES: [C:1]([NH:4][NH:5][C:6]1[CH:11]=[CH:10][C:9]([NH:12][CH2:13][C:14]2[CH:19]=[CH:18][CH:17]=[CH:16][CH:15]=2)=[CH:8][CH:7]=1)(=[O:3])[CH3:2].[C:20]1([N:26]=[C:27]=[S:28])[CH:25]=[CH:24][CH:23]=[CH:22][CH:21]=1.O>C(O)C>[C:1]([NH:4][NH:5][C:6]1[CH:11]=[CH:10][C:9]([N:12]([CH2:13][C:14]2[CH:19]=[CH:18][CH:17]=[CH:16][CH:15]=2)[C:27]([NH:26][C:20]2[CH:25]=[CH:24][CH:23]=[CH:22][CH:21]=2)=[S:28])=[CH:8][CH:7]=1)(=[O:3])[CH3:2]. Reported procedure: 1-Acetyl-2-(4-benzylaminophenyl)hydrazine (2.80 g, 0.011 mole) and phenylisothiocyanate (1.35 g, 0.01 mole) were mixed in ethanol (25 ml) and the resulting mixture was refluxed for 5 minutes. The mixture was chilled in ice and water was added to precipitate the product. The product oiled out of solution, but became crystalline upon standing and scratching. The solid was filtered off and washed with water, then ether. After drying the product was a pale yellow crystalline powder. Yield 3.0 g (77%... The reactants are B(Cl)(Cl)Cl.CSC (boron trichloride methyl sulfide), CN(C=1S[C@@H]2[C@H](N1)[C@H]([C@@H]([C@H](C2)COOCC2=CC=CC=C2)OCC2=CC=CC=C2)OCC2=CC=CC=C2)C ((3aR,4R,5R,6R,7aS)-2-(dimethylamino)-4,5-bisbenzyloxy-6-(benzyloxyoxymethyl)-3a,4,5,6,7,7a-hexahydrobenzo[d]thiazole). Yields the product CN(C=1S[C@@H]2[C@H](N1)[C@H]([C@@H]([C@H](C2)CO)O)O)C ((3aR,4R,5R,6R,7aS)-2-(dimethylamino)-6-(hydroxymethyl)-3a,4,5,6,7,7a-hexahydrobenzo[d]thiazole-4,5-diol). Isolated yield 37.3%. As a reaction SMILES: B(Cl)(Cl)Cl.CSC.[CH3:8][N:9]([CH3:45])[C:10]1[S:11][C@H:12]2[CH2:18][C@H:17]([CH2:19][O:20]OCC3C=CC=CC=3)[C@@H:16]([O:29]CC3C=CC=CC=3)[C@H:15]([O:37]CC3C=CC=CC=3)[C@H:13]2[N:14]=1>>[CH3:8][N:9]([CH3:45])[C:10]1[S:11][C@H:12]2[CH2:18][C@H:17]([CH2:19][OH:20])[C@@H:16]([OH:29])[C@H:15]([OH:37])[C@H:13]2[N:14]=1 |f:0.1|. Procedure details: Prepared by boron trichloride-methyl sulfide de-benzylation via a procedure as described above in Intermediate Example 4 Step 3 from (3aR,4R,5R,6R,7aS)-2-(dimethylamino)-4,5-bisbenzyloxy-6-(benzyloxyoxymethyl)-3a,4,5,6,7,7a-hexahydrobenzo[d]thiazole (0.270 g, 0.523 mmol). Purification on silica gel by flash column chromatography (1.0 M NH3 in MeOH/CH2Cl2, 1:4), afforded the product as an off-white solid (0.048 g, 36%). 1H NMR (400 MHz, CD3OD) δ 4.36-4.33 (m, 1H), 3.81-3.76 (m, 2H), 3.63 (dd, J=6...